Dataset: the Open Reaction Database (ORD), a public repository of structured organic reaction records. Task: describe an organic reaction: reactants, conditions, products, and yield The product is CC1(NC(CC(C1)NC1=NC=CC(=N1)C1=CN(C2=CC(=CC=C12)CO)COCC[Si](C)(C)C)(C)C)C ([3-[2-(2,2,6,6-Tetramethyl-piperidin-4-ylamino)-pyrimidin-4-yl]-1-(2-trimethylsilanyl-ethoxymethyl)-1H-indol-6-yl]-methanol). Reactants: C(C)(C)(C)[SiH2]OC(C1=CC=C2C=CN(C2=C1)COCC[Si](C)(C)C)(C)C (6-(tert-butyl-dimethyl-silanyloxymethyl)-1-(2-trimethylsilanyl-ethoxymethyl)-1H-indole), CCCC[N+](CCCC)(CCCC)CCCC.[F-] (TBAF), ClC1=NC(=NC=C1)NC1CC(NC(C1)(C)C)(C)C ((4-chloro-pyrimidin-2-yl)-(2,2,6,6-tetramethyl-piperidin-4-yl)-amine), TBDMS. Procedure: [3-[2-(2,2,6,6-Tetramethyl-piperidin-4-ylamino)-pyrimidin-4-yl]-1-(2-trimethylsilanyl-ethoxymethyl)-1H-indol-6-yl]-methanol was prepared as described in Example 215, starting from 6-(tert-butyl-dimethyl-silanyloxymethyl)-1-(2-trimethylsilanyl-ethoxymethyl)-1H-indole and (4-chloro-pyrimidin-2-yl)-(2,2,6,6-tetramethyl-piperidin-4-yl)-amine, followed by selective cleavage of the TBDMS-protecting group with TBAF. Yield: 7.1 g (93%). RXN SMILES: C([SiH2][O:6][C:7](C)(C)[C:8]1[CH:16]=[C:15]2[C:11]([CH:12]=[CH:13][N:14]2[CH2:17][O:18][CH2:19][CH2:20][Si:21]([CH3:24])([CH3:23])[CH3:22])=[CH:10][CH:9]=1)(C)(C)C.Cl[C:28]1[CH:33]=[CH:32][N:31]=[C:30]([NH:34][CH:35]2[CH2:40][C:39]([CH3:42])([CH3:41])[NH:38][C:37]([CH3:44])([CH3:43])[CH2:36]2)[N:29]=1.CCCC[N+](CCCC)(CCCC)CCCC.[F-]>>[CH3:41][C:39]1([CH3:42])[CH2:40][CH:35]([NH:34][C:30]2[N:29]=[C:28]([C:12]3[C:11]4[C:15](=[CH:16][C:8]([CH2:7][OH:6])=[CH:9][CH:10]=4)[N:14]([CH2:17][O:18][CH2:19][CH2:20][Si:21]([CH3:22])([CH3:23])[CH3:24])[CH:13]=3)[CH:33]=[CH:32][N:31]=2)[CH2:36][C:37]([CH3:44])([CH3:43])[NH:38]1 |f:2.3|. Starting materials: CC(C)(C)O, C=CCCCCCCCCn1c(=O)c2c(ncn2C)n(C)c1=O, C[N+]1([O-])CCOCC1, CC(C)=O, [Na+], [Na+], O, O=S([O-])S(=O)[O-]. Product: Cn1cnc2c1c(=O)n(CCCCCCCCC(O)CO)c(=O)n2C. Reaction SMILES: [C:41]([OH:42])([CH3:43])([CH3:44])[CH3:45].[CH2:1]([CH2:2][CH2:3][CH2:4][CH2:5][CH2:6][CH2:7][CH2:8][CH:9]=[CH2:10])[n:11]1[c:12](=[O:13])[n:14]([CH3:23])[c:15]2[n:16][cH:17][n:18]([CH3:22])[c:19]2[c:20]1=[O:21].[CH3:24][N+:25]1([O-:26])[CH2:27][CH2:29][O:28][CH2:30][CH2:31]1.[CH3:46][C:47](=[O:48])[CH3:49].[Na+:39].[Na+:40].[OH2:32].[S:33]([S:34]([O-:35])=[O:36])([O-:37])=[O:38]>>[CH2:1]([CH2:2][CH2:3][CH2:4][CH2:5][CH2:6][CH2:7][CH2:8][CH:9]([CH2:10][OH:28])[OH:32])[n:11]1[c:12](=[O:13])[n:14]([CH3:23])[c:15]2[n:16][cH:17][n:18]([CH3:22])[c:19]2[c:20]1=[O:21]. The reactants are O=C([O-])[O-], CC#N, CS(C)=O, CC1(C)CC(=O)c2ccc(Cl)nc2C1, [H-], [K+], [K+], NCc1ccccc1, [Na+], O. Yields the product Cl, CC1(C)CC(=O)c2ccc(NCc3ccccc3)nc2C1. Reaction SMILES: [C:15](=[O:16])([O-:17])[O-:18].[CH3:31][C:32]#[N:33].[CH3:35][S:36]([CH3:37])=[O:38].[Cl:1][c:2]1[n:3][c:4]2[c:9]([cH:10][cH:11]1)[C:8](=[O:12])[CH2:7][C:6]([CH3:13])([CH3:14])[CH2:5]2.[H-:29].[K+:19].[K+:20].[NH2:21][CH2:22][c:23]1[cH:24][cH:25][cH:26][cH:27][cH:28]1.[Na+:30].[OH2:34]>>[ClH:1].[c:2]1([NH:21][CH2:22][c:23]2[cH:24][cH:25][cH:26][cH:27][cH:28]2)[n:3][c:4]2[c:9]([cH:10][cH:11]1)[C:8](=[O:12])[CH2:7][C:6]([CH3:13])([CH3:14])[CH2:5]2. Reactants: C(C)(C)(C)ON=C1C=C(OC2=CC=C(C=C12)O)C1=CC=2N(C=N1)C=CC2 (6-hydroxy-2-pyrrolo[1,2-c]pyrimidin-3-yl-chromen-4-one O-tert-butyl oxime), ClCCC1=CC=C(C=C1)F (1-(2-Chloroethyl)-4-fluoro-benzene). The product is Cl.FC1=CC=C(C=C1)CCOC=1C=C2C(C=C(OC2=CC1)C1=CC=2N(C=N1)C=CC2)=NO (6-[2-(4-fluoro-phenyl)-ethoxy]-2-pyrrolo[1,2-c]pyrimidin-3-yl-chromen-4-one oxime, hydrochloride). Reaction SMILES: C([O:5][N:6]=[C:7]1[C:16]2[C:11](=[CH:12][CH:13]=[C:14]([OH:17])[CH:15]=2)[O:10][C:9]([C:18]2[N:23]=[CH:22][N:21]3[CH:24]=[CH:25][CH:26]=[C:20]3[CH:19]=2)=[CH:8]1)(C)(C)C.[Cl:27][CH2:28][CH2:29][C:30]1[CH:35]=[CH:34][C:33]([F:36])=[CH:32][CH:31]=1>>[ClH:27].[F:36][C:33]1[CH:34]=[CH:35][C:30]([CH2:29][CH2:28][O:17][C:14]2[CH:15]=[C:16]3[C:11](=[CH:12][CH:13]=2)[O:10][C:9]([C:18]2[N:23]=[CH:22][N:21]4[CH:24]=[CH:25][CH:26]=[C:20]4[CH:19]=2)=[CH:8][C:7]3=[N:6][OH:5])=[CH:31][CH:32]=1 |f:2.3|. Procedure details: 6-[2-(4-fluoro-phenyl)-ethoxy]-2-pyrrolo[1,2-c]pyrimidin-3-yl-chromen-4-one oxime, hydrochloride was prepared in 9% overall yield using the method described in example 85, starting from 6-hydroxy-2-pyrrolo[1,2-c]pyrimidin-3-yl-chromen-4-one O-tert-butyl oxime (example 81A) and 1-(2-Chloroethyl)-4-fluoro-benzene. Reactants: iodo, N1=CN=CC(=C1)B(O)O (pyrimidin-5-ylboronic acid), C(=O)([O-])[O-].[Na+].[Na+] (Na2CO3), O=S(Cl)Cl (SOCl2), IC1=CC(=NC=C1)C(=O)O (4-iodopicolinic acid), Si-Thiol, [NH4+].[Cl-] (NH4Cl), CCN(C(C)C)C(C)C (DIPEA), FC(OC1=CC=C(N)C=C1)(F)F (4-(trifluoromethoxy)aniline), chloro. Reagents/catalysts: Cl[Pd]([P](C1=CC=CC=C1)(C2=CC=CC=C2)C3=CC=CC=C3)([P](C4=CC=CC=C4)(C5=CC=CC=C5)C6=CC=CC=C6)Cl (Pd(PPh3)2Cl2). Run in COCCOC (DME), CCO (EtOH), O (water), C1(=CC=CC=C1)C (toluene), CN(C)C=O (DMF), C1CCOC1 (THF). Run at temperature 80 celsius, time 4 hour. The product is N1=CN=CC(=C1)C1=CC(=NC=C1)C(=O)NC1=CC=C(C=C1)OC(F)(F)F (4-(pyrimidin-5-yl)-N-(4-(trifluoromethoxy)phenyl)picolinamide). RXN SMILES: O=S(Cl)Cl.I[C:6]1[CH:11]=[CH:10][N:9]=[C:8]([C:12]([OH:14])=O)[CH:7]=1.CCN(C(C)C)C(C)C.[F:24][C:25]([F:35])([F:34])[O:26][C:27]1[CH:33]=[CH:32][C:30]([NH2:31])=[CH:29][CH:28]=1.[NH4+].[Cl-].[N:38]1[CH:43]=[C:42](B(O)O)[CH:41]=[N:40][CH:39]=1.C([O-])([O-])=O.[Na+].[Na+]>C1(C)C=CC=CC=1.C1COCC1.Cl[Pd](Cl)([P](C1C=CC=CC=1)(C1C=CC=CC=1)C1C=CC=CC=1)[P](C1C=CC=CC=1)(C1C=CC=CC=1)C1C=CC=CC=1.COCCOC.CCO.O.CN(C=O)C>[N:38]1[CH:43]=[C:42]([C:6]2[CH:11]=[CH:10][N:9]=[C:8]([C:12]([NH:31][C:30]3[CH:32]=[CH:33][C:27]([O:26][C:25]([F:34])([F:35])[F:24])=[CH:28][CH:29]=3)=[O:14])[CH:7]=2)[CH:41]=[N:40][CH:39]=1 |f:4.5,7.8.9,^1:67,86|. Reported procedure: SOCl2 (2.93 ml, 40.2 mmol) and DMF (0.01 mL) were added dropwise to 4-iodopicolinic acid (1 g, 4.02 mmol) in toluene (10 ml) and the RM was stirred at 80° C. for 4 h. The solvent was evaporated off under reduced pressure and the residue was dissolve in THF (8 mL), cooled to 0° under argon atmosphere, DIPEA (2.104 mL, 12.05 mmol) and 4-(trifluoromethoxy)aniline (0.593 mL, 4.42 mmol) were added and the RM was stirred at RT overnight. The mixture was treated with aq. sat. NH4Cl (50 mL) and extracte...